From a dataset of the Open Reaction Database (ORD), a public repository of structured organic reaction records. describe an organic reaction: reactants, conditions, products, and yield Starting materials: BrC=1C=NC(=NC1)C (5-Bromo-2-methyl-pyrimidine), C[Si](C)(C)C#C ((trimethylsilyl)acetylene). The reagents and catalysts are [Cu]I (CuI), Cl[Pd]([P](C1=CC=CC=C1)(C2=CC=CC=C2)C3=CC=CC=C3)([P](C4=CC=CC=C4)(C5=CC=CC=C5)C6=CC=CC=C6)Cl (PdCl2(PPh3)2). Run in CCN(CC)CC (Et3N), C1CCOC1 (THF). Product: CC1=NC=C(C=N1)C#C[Si](C)(C)C (2-Methyl-5-[(trimethylsilyl)ethynyl]pyrimidine). The yield is 72.5%. RXN SMILES: Br[C:2]1[CH:3]=[N:4][C:5]([CH3:8])=[N:6][CH:7]=1.[CH3:9][Si:10]([C:13]#[CH:14])([CH3:12])[CH3:11]>CCN(CC)CC.C1COCC1.[Cu]I.Cl[Pd](Cl)([P](C1C=CC=CC=1)(C1C=CC=CC=1)C1C=CC=CC=1)[P](C1C=CC=CC=1)(C1C=CC=CC=1)C1C=CC=CC=1>[CH3:8][C:5]1[N:4]=[CH:3][C:2]([C:14]#[C:13][Si:10]([CH3:12])([CH3:11])[CH3:9])=[CH:7][N:6]=1 |^1:31,50|. Procedure: 5-Bromo-2-methyl-pyrimidine (prepared according to UK patent application GB 2 157 288) (0.2 g, 1.16 mmol), (trimethylsilyl)acetylene (164 μL, 1.3 mmol), CuI (0.022 g, 0.116 mmol) and PdCl2(PPh3)2 (0.082 g, 0.116 mmol) in Et3N (2 mL) and THF (2 mL) were stirred at 80° C. for 4 h. After cooling, the solvents were removed under vacuum and the residue chromatographed to give the subtitle compound (0.16 g, 50%). Starting materials: O=C([O-])[O-], CCOCCn1c(N2CCCN(CCC3(c4ccccc4)CCN(C(=O)c4cc(OC)c(OS(C)(=O)=O)c(OC)c4)C3)CC2)nc2ccccc21, CCOCC, CO, ClCCl, Cl, [K+], [K+], [Na+], C1COCCO1, [OH-]. Yields the product CCOCCn1c(N2CCCN(CCC3(c4ccccc4)CCN(C(=O)c4cc(OC)c(O)c(OC)c4)C3)CC2)nc2ccccc21. As a reaction SMILES: [C:52](=[O:53])([O-:54])[O-:55].[CH3:1][O:2][c:3]1[cH:4][c:5]([C:6](=[O:7])[N:8]2[CH2:9][C:10]([c:13]3[cH:14][cH:15][cH:16][cH:17][cH:18]3)([CH2:19][CH2:20][N:21]3[CH2:22][CH2:23][N:24]([c:28]4[n:29][c:30]5[c:31]([n:32]4[CH2:33][CH2:34][O:35][CH2:36][CH3:37])[cH:38][cH:39][cH:40][cH:41]5)[CH2:25][CH2:26][CH2:27]3)[CH2:11][CH2:12]2)[cH:42][c:43]([O:50][CH3:51])[c:44]1[O:45][S:46]([CH3:47])(=[O:48])=[O:49].[CH3:67][CH2:68][O:69][CH2:70][CH3:71].[CH3:75][OH:76].[Cl:72][CH2:73][Cl:74].[ClH:60].[K+:56].[K+:57].[Na+:59].[O:61]1[CH2:62][CH2:63][O:64][CH2:65][CH2:66]1.[OH-:58]>>[CH3:1][O:2][c:3]1[cH:4][c:5]([C:6](=[O:7])[N:8]2[CH2:9][C:10]([c:13]3[cH:14][cH:15][cH:16][cH:17][cH:18]3)([CH2:19][CH2:20][N:21]3[CH2:22][CH2:23][N:24]([c:28]4[n:29][c:30]5[c:31]([n:32]4[CH2:33][CH2:34][O:35][CH2:36][CH3:37])[cH:38][cH:39][cH:40][cH:41]5)[CH2:25][CH2:26][CH2:27]3)[CH2:11][CH2:12]2)[cH:42][c:43]([O:50][CH3:51])[c:44]1[OH:45]. The reactants are COC1=CC=C2CCC(C2=C1)=O (6-methoxyindan-1-one), Cl (hydrochloric acid), [Br-].[Al+3].[Br-].[Br-] (Aluminum bromide), COC1=CC=C2CCC(C2=C1)=O (6-methoxyindan-1-one). Run in C1=CC=CC=C1 (benzene). Product: OC1=CC=C2CCC(C2=C1)=O (6-Hydroxyindan-1-one). As a reaction SMILES: C[O:2][C:3]1[CH:11]=[C:10]2[C:6]([CH2:7][CH2:8][C:9]2=[O:12])=[CH:5][CH:4]=1.[Br-].[Al+3].[Br-].[Br-].Cl>C1C=CC=CC=1>[OH:2][C:3]1[CH:11]=[C:10]2[C:6]([CH2:7][CH2:8][C:9]2=[O:12])=[CH:5][CH:4]=1 |f:1.2.3.4|. Reported procedure: 6-Hydroxyindan-1-one (16) was prepared by the demethylation of 6-methoxyindan-1-one (Rf=0.50, 30% ethyl acetate in hexane) using an approach similar to that of Gates (Gates, M.; Dickinson, C. L., Jr. J. Org. Chem. 1957, 22, 1398). Aluminum bromide (3.35 g, 12.6 mmol) was weighed under argon in an oven-dried flask and 6-methoxyindan-1-one (0.972 g, 6 mmol) was added to it. Dry benzene (40 mL) was added dropwise to this mixture and the resulting reddish-yellow solution was refluxed for four hours.... Reactants: C1(CC1)C1=CC=C(C=C1)O (4-cyclopropyl-phenol), [I-].[K+] (potassium iodide), C([O-])([O-])=O.[Na+].[Na+] (sodium carbonate), BrCC(=O)OC (methyl bromoacetate). Run in CC(=O)C (acetone). Reaction conditions: time 12 hour. Product: COC(COC1=CC=C(C=C1)C1CC1)=O ((4-cyclopropyl-phenoxy)-acetic acid methyl ester). The yield is 92.3%. Reaction SMILES: [CH:1]1([C:4]2[CH:9]=[CH:8][C:7]([OH:10])=[CH:6][CH:5]=2)[CH2:3][CH2:2]1.[I-].[K+].C(=O)([O-])[O-].[Na+].[Na+].Br[CH2:20][C:21]([O:23][CH3:24])=[O:22]>CC(C)=O>[CH3:24][O:23][C:21](=[O:22])[CH2:20][O:10][C:7]1[CH:8]=[CH:9][C:4]([CH:1]2[CH2:3][CH2:2]2)=[CH:5][CH:6]=1 |f:1.2,3.4.5|. Reported procedure: To a solution of 4-cyclopropyl-phenol (1.00 g, 7.46 mmol) in acetone (20 mL) was added potassium iodide (2.47 g, 16.4 mmol), sodium carbonate (2.34 g, 16.4 mmol), and methyl bromoacetate (0.63 mL, 6.78 mmol), and the reaction mixture was stirred 12 hours. After filtering off the solid, the filtrate was concentrated. The residue was purified by chromatography (silica, hexanes: EtOAc=4:1) to afford the title compound as a yellow oil (1.29 g, 84%). Reactants: C(=O)(O)C=1N(C(C2=CC(=C(C=C2C1C1=CC(=C(C(=C1)OC)OC)OC)OC)OC)=O)C (3-carboxy-6,7-dimethoxy-2-methyl-4-(3,4,5-trimethoxyphenyl)-1(2H)-isoquinolinone), C1(CCCCC1)N=C=NC1CCCCC1 (1,3-dicyclohexyl carbodiimide), ON1N=NC2=C1C=CC=C2 (1-hydroxybenzotriazole), NCCC=1N=CNC1 (4-(2-aminoethyl)imidazole). Solvent: C(C)N(CC)CC (triethylamine), C(C)(=O)OCC (ethyl acetate), O (water), CN(C=O)C (dimethylformamide), C(Cl)Cl (methylene chloride). Run at time 30 minute. Product: COC=1C=C2C(=C(N(C(C2=CC1OC)=O)C)C(=O)NCCC=1N=CNC1)C1=CC(=C(C(=C1)OC)OC)OC (6,7-dimethoxy-3-[2-(4-imidazolyl)ethylaminocarbonyl]-2-methyl-4-(3,4,5-trimethoxyphenyl)-1(2H)-isoquinolinone). The yield is 49.5%. As a reaction SMILES: [C:1]([C:4]1[N:5]([CH3:31])[C:6](=[O:30])[C:7]2[C:12]([C:13]=1[C:14]1[CH:19]=[C:18]([O:20][CH3:21])[C:17]([O:22][CH3:23])=[C:16]([O:24][CH3:25])[CH:15]=1)=[CH:11][C:10]([O:26][CH3:27])=[C:9]([O:28][CH3:29])[CH:8]=2)(O)=[O:2].C1(N=C=NC2CCCCC2)CCCCC1.ON1C2C=CC=CC=2N=N1.[NH2:57][CH2:58][CH2:59][C:60]1[N:61]=[CH:62][NH:63][CH:64]=1>C(OCC)(=O)C.O.C(N(CC)CC)C.CN(C)C=O.C(Cl)Cl>[CH3:27][O:26][C:10]1[CH:11]=[C:12]2[C:7](=[CH:8][C:9]=1[O:28][CH3:29])[C:6](=[O:30])[N:5]([CH3:31])[C:4]([C:1]([NH:57][CH2:58][CH2:59][C:60]1[N:61]=[CH:62][NH:63][CH:64]=1)=[O:2])=[C:13]2[C:14]1[CH:19]=[C:18]([O:20][CH3:21])[C:17]([O:22][CH3:23])=[C:16]([O:24][CH3:25])[CH:15]=1. Reported procedure: To a mixture of methylene chloride (10 ml) and dimethylformamide (5 ml) are added the compound obtained in Example 128 (1.66 g), 1,3-dicyclohexyl carbodiimide (960 mg) and 1-hydroxybenzotriazole (710 mg), and the mixture is stirred at room temperature for 30 minutes. To the reaction mixture is added a solution of 4-(2-aminoethyl)imidazole (850 mg) and triethylamine (1.28 ml) in dimethylfomamide (5 ml), and the mixture is stirred for three hours, and then further stirred at 50° C. for 7 hours. To...